From a dataset of the Open Reaction Database (ORD), a public repository of structured organic reaction records. describe an organic reaction: reactants, conditions, products, and yield The reactants are ClC1=CC=C2COC(=O)C2=C1 (6-chlorophthalide), [C-]#N.[K+] (potassium cyanide), Cl (hydrochloric acid). Run in O (water). Run at temperature 180 celsius, time 4 hour. Product: ClC1=CC(=C(C=C1)CC#N)C(=O)O (4-chloro-2-carboxyphenylacetonitrile). The yield is 73.3%. Reaction SMILES: [Cl:1][C:2]1[CH:11]=[C:10]2[C:5]([CH2:6][O:7][C:8]2=[O:9])=[CH:4][CH:3]=1.[C-:12]#[N:13].[K+].Cl>O>[Cl:1][C:2]1[CH:3]=[CH:4][C:5]([CH2:6][C:12]#[N:13])=[C:10]([C:8]([OH:7])=[O:9])[CH:11]=1 |f:1.2|. Reported procedure: A mixture of 6-chlorophthalide (2.0 g) and potassium cyanide (2.0 g) was stirred at a temperature of 180° C. for a period of 4 hours. The solid was cooled, dissolved in water and the solution was acidified with concentrated hydrochloric acid. The dark brown solid was collected, washed with water and dried. The crude solid was dissolved in ethyl acetate, the solution was treated with charcoal, filtered, and the solvent was evaporated to give 4-chloro-2-carboxyphenylacetonitrile (1.70 g) as pale y... The reactants are C1OC23[C@]4(C)[C@@H](CC2(OCCO3)OC1)[C@@H]1/C(/CC3CCCC[C@]3(C)[C@H]1CC4)=N/O (17,17-bis(ethylendioxy)-7-(E)-hydroxyiminoandrostane), C=C1C[C@H]2[C@@H]3CCC([C@@]3(C)CC[C@@H]2[C@]2(CCC(CC12)=O)C)=O (6-methyleneandrostane-3,17-dione). The product is O\N=C/1\[C@H]2[C@@H]3CCC([C@@]3(C)CC[C@@H]2[C@]2(CCC(CC2C1)=O)C)=O (7-(E)-Hydroxyiminoandrostane-3,17-dione). The yield is 50.0%. As a reaction SMILES: C1CO[C:8]23OCC[O:12][C:3]2([C@:4]2([CH2:27][CH2:26][C@H:25]4[C@@H:15](/[C:16](=[N:28]/[OH:29])/[CH2:17][CH:18]5[C@:23]4([CH3:24])[CH2:22][CH2:21][CH2:20][CH2:19]5)[C@@H:6]2[CH2:7]3)[CH3:5])O1.C=C1C2[C@](C)(CCC(=[O:49])C2)[C@@H]2[C@H]([C@H]3[C@@](CC2)(C)C(=O)CC3)C1>>[OH:29]/[N:28]=[C:16]1/[C@@H:15]2[C@@H:25]([C@:23]3([CH3:24])[CH:18]([CH2:17]/1)[CH2:19][C:20](=[O:49])[CH2:21][CH2:22]3)[CH2:26][CH2:27][C@@:4]1([CH3:5])[C@H:6]2[CH2:7][CH2:8][C:3]1=[O:12]. Reported procedure: The title compound II-at was prepared in 50% yield from 3,3:17,17-bis(ethylendioxy)-7-(E)-hydroxyiminoandrostane by the procedure described above for the preparation of 6-methyleneandrostane-3,17-dione (II-ac, Prepn. 13). The combined organic extracts were washed with H2O, dried over Na2SO4 and evaporated to dryness. The crude product was purified by flash chromatography (SiO2, n-hexane/EtOAc 6/4). 1H-NMR (300 MHz, DMSO-d6, ppm from TMS: δ 10.37 (1H, s), 2.99 (1H, m), 2.58-0.67 (19H, m), 1.12 (3... Starting materials: O=C1CCC(=O)N1Br, CO, ClC(Cl)Cl, C=Cc1cn(COC(CO)CO)c(=O)[nH]c1=O, [N-]=[N+]=NC(CBr)c1cn(COCCO)c(=O)[nH]c1=O. The product is [N-]=[N+]=NC(CBr)c1cn(COC(CO)CO)c(=O)[nH]c1=O. As a reaction SMILES: [Br:18][N:19]1[C:20](=[O:21])[CH2:22][CH2:23][C:24]1=[O:25].[CH3:45][OH:46].[CH:47]([Cl:48])([Cl:49])[Cl:50].[OH:1][CH2:2][CH:3]([CH2:4][OH:5])[O:6][CH2:7][n:8]1[cH:9][c:10]([CH:11]=[CH2:12])[c:13](=[O:14])[nH:15][c:16]1=[O:17].[OH:26][CH2:27][CH2:28][O:29][CH2:30][n:31]1[c:32](=[O:33])[nH:34][c:35](=[O:36])[c:37]([CH:39]([CH2:40][Br:41])[N:42]=[N+:43]=[N-:44])[cH:38]1>>[OH:1][CH2:2][CH:28]([CH2:27][OH:26])[O:29][CH2:30][n:31]1[c:32](=[O:33])[nH:34][c:35](=[O:36])[c:37]([CH:39]([CH2:40][Br:41])[N:42]=[N+:43]=[N-:44])[cH:38]1. Starting materials: CC(C)(C)c1nc2cc(S(=O)(=O)Cl)ccc2n1CC1CCC(F)(F)CC1, CCOC(C)=O, CCN(C(C)C)C(C)C, ClCCl, Cl, OC1CNC1. Yields the product CC(C)(C)c1nc2cc(S(=O)(=O)N3CC(O)C3)ccc2n1CC1CCC(F)(F)CC1. Reaction SMILES: [C:16]([CH3:17])([CH3:18])([CH3:19])[c:20]1[n:21][c:22]2[c:23]([n:24]1[CH2:25][CH:26]1[CH2:27][CH2:28][C:29]([F:32])([F:33])[CH2:30][CH2:31]1)[cH:34][cH:35][c:36]([S:38](=[O:39])(=[O:40])[Cl:41])[cH:37]2.[CH3:45][CH2:46][O:47][C:48]([CH3:49])=[O:50].[CH:7]([N:8]([CH2:9][CH3:10])[CH:11]([CH3:12])[CH3:13])([CH3:14])[CH3:15].[Cl:42][CH2:43][Cl:44].[ClH:1].[OH:2][CH:3]1[CH2:4][NH:5][CH2:6]1>>[OH:2][CH:3]1[CH2:4][N:5]([S:38]([c:36]2[cH:35][cH:34][c:23]3[c:22]([n:21][c:20]([C:16]([CH3:17])([CH3:18])[CH3:19])[n:24]3[CH2:25][CH:26]3[CH2:27][CH2:28][C:29]([F:32])([F:33])[CH2:30][CH2:31]3)[cH:37]2)(=[O:39])=[O:40])[CH2:6]1. Reactants: N1CCCCC1 (piperidine), OC1=CC=C(C=O)C=C1 (4-hydroxybenzaldehyde), N1CCCCC1 (piperidine), C(#N)CC(=O)NCCCCCC(=O)O (6-(cyanacetamido) hexanoic acid). Run in N1=CC=CC=C1 (pyridine). Run at temperature 50 celsius, time 2 hour. Product: OC(CCCCCNC(C(=CC1=CC=C(C=C1)O)C#N)=O)=O (2-cyano-3-(4-hydroxyphenyl) acrylic acid (6-hydroxy-6-oxo-hexyl)amide). RXN SMILES: [C:1]([CH2:3][C:4]([NH:6][CH2:7][CH2:8][CH2:9][CH2:10][CH2:11][C:12]([OH:14])=[O:13])=[O:5])#[N:2].[OH:15][C:16]1[CH:23]=[CH:22][C:19]([CH:20]=O)=[CH:18][CH:17]=1.N1CCCCC1>N1C=CC=CC=1>[OH:13][C:12](=[O:14])[CH2:11][CH2:10][CH2:9][CH2:8][CH2:7][NH:6][C:4](=[O:5])[C:3]([C:1]#[N:2])=[CH:20][C:19]1[CH:22]=[CH:23][C:16]([OH:15])=[CH:17][CH:18]=1. Reported procedure: 7.5 g (38 mmol 6-(cyanacetamido) hexanoic acid was dissolved in 50 ml pyridine. 4.6 g (38 mmol) 4-hydroxybenzaldehyde and 0.7 ml (7 mmol) piperidine were added to the solution and the reaction mixture was stirred for 2 hours at 50° C. A further aliquot of 0.4 ml piperidine was then added to the reaction and the solution was stirred at RT for 60 hours. The residue after evaporation of the pyridine was acidified with HCl (2N) and was extracted with ethyl acetate. The organic layer was poured into ...